This data is from the Open Reaction Database (ORD), a public repository of structured organic reaction records. The task is: describe an organic reaction: reactants, conditions, products, and yield Starting materials: CC1=C(C(=C(C(=C1/C=C(/C(=O)O)\CC)OC)OC)OC)OC ((E)-3-(6-methyl-2,3,4,5-tetramethoxyphenyl)-2-ethylpropenoic acid), product, Et2O hexanes, 10a. Run in hexanes, CCOCC (Et2O). The product is COC=1C(C(=C(C(C1OC)=O)/C=C(/C(=O)O)\CC)C)=O ((E)-3-(4,5-dimethoxy-2-methyl-3,6-dioxocyclohexa-1,4-dienyl)-2-ethylpropenoic acid). RXN SMILES: [CH3:1][C:2]1[C:7](/[CH:8]=[C:9](\[CH2:13][CH3:14])/[C:10]([OH:12])=[O:11])=[C:6]([O:15]C)[C:5]([O:17][CH3:18])=[C:4]([O:19][CH3:20])[C:3]=1[O:21]C>CCOCC>[CH3:20][O:19][C:4]1[C:3](=[O:21])[C:2]([CH3:1])=[C:7](/[CH:8]=[C:9](\[CH2:13][CH3:14])/[C:10]([OH:12])=[O:11])[C:6](=[O:15])[C:5]=1[O:17][CH3:18]. Procedure: Compound 10c was prepared from 9c (0.010 g, 0.033 mmol) as described above for 10a to give 0.003 g (0.010 mmol, 32%) of the product as a red solid following flash chromatography (1:1 Et2O:hexanes 0.5% AcOH) and recrystallization from Et2O/hexanes. Starting materials: [Br-].FC1=C(C=C(C[P+](C2=CC=CC=C2)(C2=CC=CC=C2)C2=CC=CC=C2)C=C1)OC1=CC=CC=C1 ((4-fluoro-3-phenoxybenzyl)triphenyl phosphonium bromide), FC(C=O)=C(C1=CC=C(C=C1)Cl)C1CC1 (2-fluoro-3-cyclopropyl-3-(p-chlorophenyl)acrylaldehyde), solution, C(CCC)[Li] (butyllithium), hexanes. Solvent: O1CCCC1 (tetrahydrofuran), O1CCCC1 (tetrahydrofuran). Reaction conditions: temperature -57.5 celsius, time 2 hour. Product: ethyl acetate hexanes, ClC1=CC=C(C=C1)C(=C(C=CC1=CC(=C(C=C1)F)OC1=CC=CC=C1)F)C1CC1 (1-(p-Chlorophenyl)-1-cyclopropyl-2-fluoro-4-(4-fluoro-3-phenoxyphenyl)-1,3-butadiene). Isolated yield 90.8%. Reaction SMILES: [Br-].[F:2][C:3]1[CH:28]=[CH:27][C:6]([CH2:7][P+](C2C=CC=CC=2)(C2C=CC=CC=2)C2C=CC=CC=2)=[CH:5][C:4]=1[O:29][C:30]1[CH:35]=[CH:34][CH:33]=[CH:32][CH:31]=1.C([Li])CCC.[F:41][C:42](=[C:45]([CH:53]1[CH2:55][CH2:54]1)[C:46]1[CH:51]=[CH:50][C:49]([Cl:52])=[CH:48][CH:47]=1)[CH:43]=O>O1CCCC1>[Cl:52][C:49]1[CH:48]=[CH:47][C:46]([C:45]([CH:53]2[CH2:55][CH2:54]2)=[C:42]([F:41])[CH:43]=[CH:7][C:6]2[CH:27]=[CH:28][C:3]([F:2])=[C:4]([O:29][C:30]3[CH:31]=[CH:32][CH:33]=[CH:34][CH:35]=3)[CH:5]=2)=[CH:51][CH:50]=1 |f:0.1|. Reported procedure: A mixture of (4-fluoro-3-phenoxybenzyl)triphenyl phosphonium bromide (41.77 g, 0.077 mol) in tetrahydrofuran is cooled to -55 to -60° C., treated dropwise with a 2.5M solution of butyllithium in hexanes (32.15 mL, 0.080 mol), warmed to and stirred at room temperature for 2 hours, cooled to -55 to -60° C., treated dropwise with a solution of 2-fluoro-3-cyclopropyl-3-(p-chlorophenyl)acrylaldehyde (15.7 g, 0.070 mol) in tetrahydrofuran, warmed to and stirred at room temperature overnight, and quenc... Starting materials: ClC(Cl)Cl, O=C(O)c1cc(Cl)on1, O=S(Cl)Cl, c1ccccc1. Yields the product O=C(Cl)c1cc(Cl)on1. Reaction SMILES: [Cl:14][CH:15]([Cl:16])[Cl:17].[Cl:1][c:2]1[cH:3][c:4]([C:7](=[O:8])[OH:9])[n:5][o:6]1.[S:10]([Cl:11])([Cl:12])=[O:13].[cH:18]1[cH:19][cH:20][cH:21][cH:22][cH:23]1>>[Cl:1][c:2]1[cH:3][c:4]([C:7](=[O:9])[Cl:12])[n:5][o:6]1. Starting materials: NC1=C(C=C(C=2C(C3=C(C=C(C(=C3C(C12)=O)N)Br)O)=O)O)OC1=CC=CC=C1 (1,8-diamino-4,5-dihydroxy-2-phenoxy-7-bromoanthraquinone), C1=CC=CC=2C(C3=CC=CC=C3C(C12)=O)=O (anthraquinone). Yields the product NC1=C(C=C(C=2C(C3=C(C=C(C(=C3C(C12)=O)N)Br)O)=O)O)OCCCC (1,8-diamino-4,5-dihydroxy-2-n-butoxy-7-bromoanthraquinone). RXN SMILES: [NH2:1][C:2]1[C:15]2[C:14](=[O:16])[C:13]3[C:8](=[C:9]([OH:19])[CH:10]=[C:11]([Br:18])[C:12]=3[NH2:17])[C:7](=[O:20])[C:6]=2[C:5]([OH:21])=[CH:4][C:3]=1[O:22][C:23]1C=C[CH:26]=[CH:25][CH:24]=1.C1C2C(=O)C3C(=CC=CC=3)C(=O)C=2C=CC=1>>[NH2:1][C:2]1[C:15]2[C:14](=[O:16])[C:13]3[C:8](=[C:9]([OH:19])[CH:10]=[C:11]([Br:18])[C:12]=3[NH2:17])[C:7](=[O:20])[C:6]=2[C:5]([OH:21])=[CH:4][C:3]=1[O:22][CH2:23][CH2:24][CH2:25][CH3:26]. Procedure: When 5.5 of 1,8-diamino-4,5-dihydroxy-2-phenoxy-7-bromoanthraquinone (preparation see Example 417a) are used in Example 338a instead of the anthraquinone component mentioned there, then 4.5 g, corresponding to 85% of theory, of 1,8-diamino-4,5-dihydroxy-2-n-butoxy-7-bromoanthraquinone are obtained quite correspondingly, the colour shade of which on silica gel is a blue with the Indicator Number 14. Reported procedure: Into 0.17 mol β-(3,4-dihydroxylphenyl)pyruvic acid, 112 g zinc amalgam and 1808 mL of 1.4 mol·L−1 hydrochloric acid solution were added, and the reaction was performed under heating and refluxing for 8 h. After filtration, the filtrate was extracted using ethyl acetate repeatedly, dried using anhydrous Na2SO4. After removal of ethyl acetate, β-(3,4-dihydroxylphenyl)-α-hydroxylpropionic acid was obtained in a yield of 40.3%. Isolated yield 40.3%. Reaction SMILES: [OH:1][C:2]1[CH:3]=[C:4]([CH2:9][C:10](=[O:14])[C:11]([OH:13])=[O:12])[CH:5]=[CH:6][C:7]=1[OH:8]>Cl>[OH:1][C:2]1[CH:3]=[C:4]([CH2:9][CH:10]([OH:14])[C:11]([OH:13])=[O:12])[CH:5]=[CH:6][C:7]=1[OH:8]. The product is OC=1C=C(C=CC1O)CC(C(=O)O)O (β-(3,4-dihydroxylphenyl)-α-hydroxylpropionic acid). Reactants: OC=1C=C(C=CC1O)CC(C(=O)O)=O (β-(3,4-dihydroxylphenyl)pyruvic acid), zinc amalgam. Solvent: Cl (hydrochloric acid). The reactants are CC1(OC2=CC=C(C=C2CC1)S(=O)(=O)NCC(=O)OC(C)(C)C)C (tert-butyl 2-(2,2-dimethylchroman-6-sulfonamido)acetate), CCN(CC)P1(=NC(C)(C)C)N(CCCN1C)C (BEMP), BrC1=CC=C(C=C1)CBr (1-bromo-4-(bromomethyl)benzene). Run at temperature 90 celsius. Product: BrC1=CC=C(CN(S(=O)(=O)C=2C=C3CCC(OC3=CC2)(C)C)CC(=O)OC(C)(C)C)C=C1 (tert-butyl 2-(N-(4-bromobenzyl)-2,2-dimethylchroman-6-sulfonamido)acetate). As a reaction SMILES: [CH3:1][C:2]1([CH3:24])[CH2:11][CH2:10][C:9]2[C:4](=[CH:5][CH:6]=[C:7]([S:12]([NH:15][CH2:16][C:17]([O:19][C:20]([CH3:23])([CH3:22])[CH3:21])=[O:18])(=[O:14])=[O:13])[CH:8]=2)[O:3]1.CCN(P1(N(C)CCCN1C)=NC(C)(C)C)CC.[Br:43][C:44]1[CH:49]=[CH:48][C:47]([CH2:50]Br)=[CH:46][CH:45]=1>CC#N>[Br:43][C:44]1[CH:49]=[CH:48][C:47]([CH2:50][N:15]([CH2:16][C:17]([O:19][C:20]([CH3:23])([CH3:22])[CH3:21])=[O:18])[S:12]([C:7]2[CH:8]=[C:9]3[C:4](=[CH:5][CH:6]=2)[O:3][C:2]([CH3:24])([CH3:1])[CH2:11][CH2:10]3)(=[O:14])=[O:13])=[CH:46][CH:45]=1. Run in CC#N (MeCN). The yield is 85.6%. Reported procedure: To a solution of tert-butyl 2-(2,2-dimethylchroman-6-sulfonamido)acetate (500 mg, 1.407 mmol) in MeCN (15 mL) was added resin-supported BEMP (786 mg, 1.547 mmol) and 1-bromo-4-(bromomethyl)benzene (602 mg, 2.409 mmol). The mixture was heated in a microwave synthesizer at 90° C. for 3 hours. The reaction mixture was filtered, rinsed alternatively by dichloromethane and methanol. The filtrate was concentrated to give a reddish orange residue, which was purified by silica chromatography to obtain a...